This data is from the Open Reaction Database (ORD), a public repository of structured organic reaction records. The task is: describe an organic reaction: reactants, conditions, products, and yield The reactants are EtOAc hexanes, CC=1NC2=CC=C(C=C2C1)OCCC (2-methyl-5-propoxyindole), C(C)OC=1C=C2C(=C(NC2=CC1)C)C=O (5-ethoxy-2-methylindole-3-carboxaldehyde), substituted indole. Reaction conditions: time 1 hour. Product: CC=1NC2=CC=C(C=C2C1C=O)OCCC (2-methyl-5-propoxyindole-3-carboxaldehyde). As a reaction SMILES: [CH3:1][C:2]1[NH:3][C:4]2[C:9]([CH:10]=1)=[CH:8][C:7]([O:11][CH2:12][CH2:13][CH3:14])=[CH:6][CH:5]=2.[CH2:15]([O:17]C1C=C2C(=CC=1)NC(C)=C2C=O)C>>[CH3:1][C:2]1[NH:3][C:4]2[C:9]([C:10]=1[CH:15]=[O:17])=[CH:8][C:7]([O:11][CH2:12][CH2:13][CH3:14])=[CH:6][CH:5]=2. Procedure details: This compound was prepared from 408b (263 mg, 1.39 mmol) in a manner similar to that for 409a except for after the drop-wise addition of substituted indole, the solution was stirred for 1 h. A cream-colored powder was obtained (228 mg, 75%): mp 156-158° C. TLC Rf 0.52 (75% EtOAc/hexanes). 1H NMR (600 MHz, d6-DMSO) δ 11.85 (s, 1H), 10.00 (s, 1H), 7.55 (d, 1H, J=2.46 Hz), 7.27-7.25 (d, 1H, J=8.7 Hz), 6.79-6.77 (dd, 1H, J1=8.7 Hz, J2=2.52 Hz), 3.92-3.90 (t, 2H, J=6.54 Hz), 2.64 (s, 3H), 1.77-1.71 (... Reactants: CN(C)C=O, [Cu], FC(F)(F)I, CCOC(=O)C(O)CCc1ccc(C2CCCCC2)c(Br)c1. Product: CCOC(=O)C(O)CCc1ccc(C2CCCCC2)c(C(F)(F)F)c1. As a reaction SMILES: [CH3:29][N:30]([CH3:31])[CH:32]=[O:33].[Cu:28].[F:23][C:24]([F:25])([F:26])[I:27].[OH:1][CH:2]([C:3](=[O:4])[O:5][CH2:6][CH3:7])[CH2:8][CH2:9][c:10]1[cH:11][c:12]([Br:22])[c:13]([CH:16]2[CH2:17][CH2:18][CH2:19][CH2:20][CH2:21]2)[cH:14][cH:15]1>>[OH:1][CH:2]([C:3](=[O:4])[O:5][CH2:6][CH3:7])[CH2:8][CH2:9][c:10]1[cH:11][c:12]([C:24]([F:23])([F:25])[F:26])[c:13]([CH:16]2[CH2:17][CH2:18][CH2:19][CH2:20][CH2:21]2)[cH:14][cH:15]1. Starting materials: O=C1Cc2ccc(-c3ccc(F)cc3)cc2N1, O=Cc1[nH]cc2c1CCOC2=O. Product: O=C1Nc2cc(-c3ccc(F)cc3)ccc2C1=Cc1[nH]cc2c1CCOC2=O. As a reaction SMILES: [F:1][c:2]1[cH:3][cH:4][c:5](-[c:8]2[cH:9][cH:10][c:11]3[c:15]([cH:16]2)[NH:14][C:13](=[O:17])[CH2:12]3)[cH:6][cH:7]1.[O:18]=[C:19]1[O:20][CH2:21][CH2:22][c:23]2[c:24]1[cH:25][nH:26][c:27]2[CH:28]=[O:29]>>[F:1][c:2]1[cH:3][cH:4][c:5](-[c:8]2[cH:9][cH:10][c:11]3[c:15]([cH:16]2)[NH:14][C:13](=[O:17])[C:12]3=[CH:28][c:27]2[c:23]3[c:24]([cH:25][nH:26]2)[C:19](=[O:18])[O:20][CH2:21][CH2:22]3)[cH:6][cH:7]1. Starting materials: OCCC=1C(=CC2=C(OCO2)C1)C=CC(=O)OCC (ethyl 3-{6-(2-hydroxyethyl)-1,3-benzodioxol-5-yl}acrylate), CC[O-].[Na+] (sodium ethylate). Run in C(C)O (ethanol). The product is C(C)OC(CC1OCCC2=C1C=C1C(=C2)OCO1)=O (ethyl(7,8-dihydro-5H-1,3-dioxolo-[4,5-g][2]benzopyran-5-yl)acetate). The yield is 60.0%. RXN SMILES: [OH:1][CH2:2][CH2:3][C:4]1[C:5]([CH:13]=[CH:14][C:15]([O:17][CH2:18][CH3:19])=[O:16])=[CH:6][C:7]2[O:11][CH2:10][O:9][C:8]=2[CH:12]=1.CC[O-].[Na+]>C(O)C>[CH2:18]([O:17][C:15](=[O:16])[CH2:14][CH:13]1[C:5]2[CH:6]=[C:7]3[O:11][CH2:10][O:9][C:8]3=[CH:12][C:4]=2[CH2:3][CH2:2][O:1]1)[CH3:19] |f:1.2|. Reported procedure: 1.3 g of ethyl 3-{6-(2-hydroxyethyl)-1,3-benzodioxol-5-yl}acrylate was dissolved in 30 ml of ethanol. A catalytic amount of sodium ethylate was added to the solution and the mixture was heated under reflux for 2 h. The solvent was distilled off and 1N hydrochloric acid and water were added to the residue. After extraction with ethyl acetate followed by washing with a saturated aqueous common salt solution and drying over anhydrous magnesium sulfate, the solvent was distilled off. The residue was... Reactants: O=S(Cl)Cl (SOCl2), BrC=1C=C(C(=O)O)C=C(C1F)[N+](=O)[O-] (3-bromo-4-fluoro-5-nitro-benzoic acid), CCO (EtOH). Yields the product C(C)OC(C1=CC(=C(C(=C1)[N+](=O)[O-])F)Br)=O (3-Bromo-4-fluoro-5-nitro-benzoic acid ethyl ester). As a reaction SMILES: O=S(Cl)Cl.[Br:5][C:6]1[CH:7]=[C:8]([CH:12]=[C:13]([N+:16]([O-:18])=[O:17])[C:14]=1[F:15])[C:9]([OH:11])=[O:10].[CH3:19][CH2:20]O>>[CH2:19]([O:10][C:9](=[O:11])[C:8]1[CH:12]=[C:13]([N+:16]([O-:18])=[O:17])[C:14]([F:15])=[C:6]([Br:5])[CH:7]=1)[CH3:20]. Procedure details: SOCl2 (33.7 g, 0.283 mol) was added dropwise to a solution of 3-bromo-4-fluoro-5-nitro-benzoic acid (37.4 g, 0.142 mol) in EtOH (300 mL). The reaction mixture was refluxed overnight, cooled to RT and subsequently concentrated under reduced pressure. The residue was dissolved in EtOAc (300 mL), washed twice with water (50 mL), dried (Na2SO4) and concentrated to give the title compound as yellow solid. 1H-NMR (300 MHz, CDCl3): δ (ppm) 8.65 (m, 1H), 8.53 (m, 1H), 4.46 (m, 2H), 1.45 (m, 3H). Starting materials: FC=1C(=NC=C(C1)C(F)(F)F)SC1=CC=CC=C1 (3-fluoro-2-phenylthio-5-trifluoromethylpyridine), FC(C(=O)O)(F)F (trifluoroacetic acid), ice water, OO (hydrogen peroxide). The solvent is C(C)(=O)O (acetic acid). Conditions: temperature 22 celsius. Product: FC=1C(=NC=C(C1)C(F)(F)F)S(=O)C1=CC=CC=C1 (3-Fluoro-2-phenylsulfinyl-5-trifluoromethylpyridine). Reaction SMILES: [F:1][C:2]1[C:3]([S:12][C:13]2[CH:18]=[CH:17][CH:16]=[CH:15][CH:14]=2)=[N:4][CH:5]=[C:6]([C:8]([F:11])([F:10])[F:9])[CH:7]=1.FC(F)(F)C(O)=[O:22].OO>C(O)(=O)C>[F:1][C:2]1[C:3]([S:12]([C:13]2[CH:14]=[CH:15][CH:16]=[CH:17][CH:18]=2)=[O:22])=[N:4][CH:5]=[C:6]([C:8]([F:9])([F:10])[F:11])[CH:7]=1. Reported procedure: 20 g (0.0693 mol) of 95% pure 3-fluoro-2-phenylthio-5-trifluoromethylpyridine were introduced into 100 ml of glacial acetic acid and 20 ml of trifluoroacetic acid and over a period of 5 min, with stirring at 22° C., 5.64 g (0.083 mol) of 50% strength hydrogen peroxide were added. The reaction mixture was stirred at 22° C. for 10 h and then poured into 1 l of ice-water and extracted with methylene chloride. The organic phase was washed with saturated sodium bicarbonate solution and water. After d...